Dataset: the Open Reaction Database (ORD), a public repository of structured organic reaction records. Task: describe an organic reaction: reactants, conditions, products, and yield The yield is 68.3%. Reaction conditions: temperature 120 celsius. Reagents/catalysts: C(=O)([O-])[O-].[Cs+].[Cs+], CC(C)C1=CC(=C(C(=C1)C(C)C)C2=CC=CC=C2P(C3CCCCC3)C4CCCCC4)C(C)C, CC(=O)O.CC(=O)O.[Pd]. The reactants are C[C@H](CN)O[Si](C)(C)C(C)(C)C, C1=CC=C(C=C1)COC2=C(C=C(C=C2)Br)F. Procedure: PdOAc2 (1.198 g, 5.34 mmol) and dicyclohexyl(2',4',6'-triisopropylbiphenyl-2-yl)phosphine (2.54 g, 5.34 mmol) were added in one portion to a degassed solution of 1-(benzyloxy)-4-bromo-2-fluorobenzene (15.00 g, 53.36 mmol), (R)-2-(tert- butyldimethylsilyloxy)propan-1-amine (12.63 g, 66.70 mmol) and cesium carbonate (26.1 g, 80.04 mmol) in toluene (150 mL) at 120°C under nitrogen. The resulting suspension was stirred at 120 °C for 16 hours. The reaction was incomplete so the reaction mixture was s... Solvent: CC1=CC=CC=C1. Product: C[C@H](CNC1=CC(=C(C=C1)OCC2=CC=CC=C2)F)O[Si](C)(C)C(C)(C)C. Starting materials: CC(O)C(Cc1ccc(Cl)cc1)c1ccc(Br)cc1, CC(C)(C)[Si](C)(C)Cl, CN(C)C=O, [Na+], O=C([O-])O, c1c[nH]cn1. Product: CC(O[Si](C)(C)C(C)(C)C)C(Cc1ccc(Cl)cc1)c1ccc(Br)cc1. RXN SMILES: [Br:1][c:2]1[cH:3][cH:4][c:5]([CH:8]([CH:9]([OH:10])[CH3:11])[CH2:12][c:13]2[cH:14][cH:15][c:16]([Cl:19])[cH:17][cH:18]2)[cH:6][cH:7]1.[C:20]([CH3:21])([CH3:22])([CH3:23])[Si:24]([Cl:25])([CH3:26])[CH3:27].[CH3:38][N:39]([CH3:40])[CH:41]=[O:42].[Na+:33].[OH:34][C:35](=[O:36])[O-:37].[nH:28]1[cH:29][cH:30][n:31][cH:32]1>>[Br:1][c:2]1[cH:3][cH:4][c:5]([CH:8]([CH:9]([O:10][Si:24]([C:20]([CH3:21])([CH3:22])[CH3:23])([CH3:26])[CH3:27])[CH3:11])[CH2:12][c:13]2[cH:14][cH:15][c:16]([Cl:19])[cH:17][cH:18]2)[cH:6][cH:7]1. Reactants: O=C([O-])[O-], CN(C)C=O, ClCc1ccccc1, [K+], [K+], C1CSc2c(nc(N3CCNCC3)nc2N2CCOCC2)C1. Yields the product c1ccc(CN2CCN(c3nc4c(c(N5CCOCC5)n3)SCCC4)CC2)cc1. Reaction SMILES: [C:31](=[O:32])([O-:33])[O-:34].[CH3:37][N:38]([CH3:39])[CH:40]=[O:41].[Cl:1][CH2:2][c:3]1[cH:4][cH:5][cH:6][cH:7][cH:8]1.[K+:35].[K+:36].[O:9]1[CH2:10][CH2:11][N:12]([c:15]2[c:16]3[c:17]([n:18][c:19]([N:21]4[CH2:22][CH2:23][NH:24][CH2:25][CH2:26]4)[n:20]2)[CH2:27][CH2:28][CH2:29][S:30]3)[CH2:13][CH2:14]1>>[CH2:2]([c:3]1[cH:4][cH:5][cH:6][cH:7][cH:8]1)[N:24]1[CH2:23][CH2:22][N:21]([c:19]2[n:18][c:17]3[c:16]([c:15]([N:12]4[CH2:11][CH2:10][O:9][CH2:14][CH2:13]4)[n:20]2)[S:30][CH2:29][CH2:28][CH2:27]3)[CH2:26][CH2:25]1. Reactants: O=C(O)c1cccc(Br)c1, CC(C)(C)OC(=O)N1C(CN)CC2CC21. Product: CC(C)(C)OC(=O)N1C(CNC(=O)c2cccc(Br)c2)CC2CC21. RXN SMILES: [Br:16][c:17]1[cH:18][c:19]([C:20](=[O:21])[OH:22])[cH:23][cH:24][cH:25]1.[C:1]([CH3:2])([CH3:3])([CH3:4])[O:5][C:6](=[O:7])[N:8]1[CH:9]2[CH2:10][CH:11]2[CH2:12][CH:13]1[CH2:14][NH2:15]>>[C:1]([CH3:2])([CH3:3])([CH3:4])[O:5][C:6](=[O:7])[N:8]1[CH:9]2[CH2:10][CH:11]2[CH2:12][CH:13]1[CH2:14][NH:15][C:20]([c:19]1[cH:18][c:17]([Br:16])[cH:25][cH:24][cH:23]1)=[O:21]. Reactants: BrC1=NC=C(C=C1)Cl (2-Bromo-5-chloropyridine), CC(C)([O-])C.[Na+] (sodium tert-butoxide), COC=1C2=C(N=CN1)CCNC2 (4-methoxy-5,6,7,8-tetrahydropyrido[4,3-d]pyrimidine). Reaction SMILES: Br[C:2]1[CH:7]=[CH:6][C:5]([Cl:8])=[CH:4][N:3]=1.CC(C)([O-])C.[Na+].[CH3:15][O:16][C:17]1[C:18]2[CH2:26][NH:25][CH2:24][CH2:23][C:19]=2[N:20]=[CH:21][N:22]=1>C1C=CC(/C=C/C(/C=C/C2C=CC=CC=2)=O)=CC=1.C1C=CC(/C=C/C(/C=C/C2C=CC=CC=2)=O)=CC=1.C1C=CC(/C=C/C(/C=C/C2C=CC=CC=2)=O)=CC=1.[Pd].[Pd]>[Cl:8][C:5]1[CH:6]=[CH:7][C:2]([N:25]2[CH2:24][CH2:23][C:19]3[N:20]=[CH:21][N:22]=[C:17]([O:16][CH3:15])[C:18]=3[CH2:26]2)=[N:3][CH:4]=1 |f:1.2,4.5.6.7.8|. Product: ClC=1C=CC(=NC1)N1CC2=C(N=CN=C2OC)CC1 (6-(5-chloropyridin-2-yl)-4-methoxy-5,6,7,8-tetrahydropyrido[4,3-d]pyrimidine). Reagents/catalysts: C=1C=CC(=CC1)/C=C/C(=O)/C=C/C2=CC=CC=C2.C=1C=CC(=CC1)/C=C/C(=O)/C=C/C2=CC=CC=C2.C=1C=CC(=CC1)/C=C/C(=O)/C=C/C2=CC=CC=C2.[Pd].[Pd] (tris(dibenzylideneacetone)-dipalladium(0)). Procedure: 2-Bromo-5-chloropyridine (13.42 g, 0.067 mol), tris(dibenzylideneacetone)-dipalladium(0) (1.32 g, 1.43 mmol), sodium tert-butoxide (8.55 g, 0.088 mol), capped with a septum and purged with N2. A mixture of 4-methoxy-5,6,7,8-tetrahydropyrido[4,3-d]pyrimidine (9.55 g, 0.0549 mol) in dry nitrogen-sparged toluene was added and the reaction mixture was sparged with nitrogen for an additional 30 min. The reaction mixture was then planced in an oil bath at 100° C., and heated overnight. After cooling, ... Starting materials: CC(=O)OCCNC(=O)C(Cc1ccc(OC(F)(F)F)cc1)NC(=O)c1ccc(OCC2CC2)cc1, CO. Yields the product O=C(NC(Cc1ccc(OC(F)(F)F)cc1)C(=O)NCCO)c1ccc(OCC2CC2)cc1. RXN SMILES: [C:1](=[O:2])([CH3:3])[O:4][CH2:5][CH2:6][NH:7][C:8]([CH:9]([CH2:10][c:11]1[cH:12][cH:13][c:14]([O:17][C:18]([F:19])([F:20])[F:21])[cH:15][cH:16]1)[NH:22][C:23]([c:24]1[cH:25][cH:26][c:27]([O:30][CH2:31][CH:32]2[CH2:33][CH2:34]2)[cH:28][cH:29]1)=[O:35])=[O:36].[CH3:37][OH:38]>>[OH:4][CH2:5][CH2:6][NH:7][C:8]([CH:9]([CH2:10][c:11]1[cH:12][cH:13][c:14]([O:17][C:18]([F:19])([F:20])[F:21])[cH:15][cH:16]1)[NH:22][C:23]([c:24]1[cH:25][cH:26][c:27]([O:30][CH2:31][CH:32]2[CH2:33][CH2:34]2)[cH:28][cH:29]1)=[O:35])=[O:36].